Task: describe an organic reaction: reactants, conditions, products, and yield. Dataset: the Open Reaction Database (ORD), a public repository of structured organic reaction records The reagents and catalysts are C(C1=CC=CC=C1)(=O)OOC(C1=CC=CC=C1)=O (benzoyl peroxide). Reactants: C(C)OC(=O)C1=C(N=C(S1)OC1=CC=CC=C1)C (4-methyl-2-phenoxy-thiazole-5-carboxylic acid ethyl ester), BrN1C(CCC1=O)=O (N-bromosuccinimide). Procedure details: A mixture of 4-methyl-2-phenoxy-thiazole-5-carboxylic acid ethyl ester (1.31 g, 4.99 mmol), N-bromosuccinimide (905 mg, 5.08 mmol) and benzoyl peroxide (60 mg, 0.25 mmol) in carbon tetrachloride (25 mL) was refluxed for 3 h before it was cooled to room temperature and partitioned between dichloromethane and water, the organic layer was washed with saturated aqueous sodium bicarbonate solution, brine, dried over anhydrous sodium sulfate and concentrated in vacuo to give the title compound as a ye... Yield: 101.9%. As a reaction SMILES: [CH2:1]([O:3][C:4]([C:6]1[S:10][C:9]([O:11][C:12]2[CH:17]=[CH:16][CH:15]=[CH:14][CH:13]=2)=[N:8][C:7]=1[CH3:18])=[O:5])[CH3:2].[Br:19]N1C(=O)CCC1=O>C(Cl)(Cl)(Cl)Cl.C(OOC(=O)C1C=CC=CC=1)(=O)C1C=CC=CC=1>[CH2:1]([O:3][C:4]([C:6]1[S:10][C:9]([O:11][C:12]2[CH:17]=[CH:16][CH:15]=[CH:14][CH:13]=2)=[N:8][C:7]=1[CH2:18][Br:19])=[O:5])[CH3:2]. Run in C(Cl)(Cl)(Cl)Cl (carbon tetrachloride). Yields the product C(C)OC(=O)C1=C(N=C(S1)OC1=CC=CC=C1)CBr (4-Bromomethyl-2-phenoxy-thiazole-5-carboxylic acid ethyl ester). Reactants: BrB(Br)Br, COc1ccc(-c2nc(C)c(NC(C)=O)[nH]2)cc1, ClCCl. Yields the product CC(=O)Nc1[nH]c(-c2ccc(O)cc2)nc1C. RXN SMILES: [B:1]([Br:2])([Br:3])[Br:4].[C:5]([CH3:6])(=[O:7])[NH:8][c:9]1[c:10]([CH3:22])[n:11][c:12](-[c:14]2[cH:15][cH:16][c:17]([O:20][CH3:21])[cH:18][cH:19]2)[nH:13]1.[CH2:23]([Cl:24])[Cl:25]>>[C:5]([CH3:6])(=[O:7])[NH:8][c:9]1[c:10]([CH3:22])[n:11][c:12](-[c:14]2[cH:15][cH:16][c:17]([OH:20])[cH:18][cH:19]2)[nH:13]1. Reactants: C1(CCCCC1)CCC[C@H](CC(=O)OC(C)(C)C)C1=NC(=NO1)COS(=O)(=O)C1=CC=C(C=C1)C (tert-butyl(3R)-6-cyclohexyl-3-[3-({[(4-methylphenyl)sulfonyl]oxy}methyl)-1,2,4-oxadiazol-5-yl]hexanoate), C1(CCCCC1)N (cyclohexylamine). Product: C1(CCCCC1)CCC[C@H](CC(=O)OC(C)(C)C)C1=NC(=NO1)CNC1CCCCC1 (tert-butyl(3R)-6-cyclohexyl-3-{3-[(cyclohexylamino)methyl]-1,2,4-oxadiazol-5-yl}hexanoate). The yield is 58.2%. As a reaction SMILES: [CH:1]1([CH2:7][CH2:8][CH2:9][C@@H:10]([C:19]2[O:23][N:22]=[C:21]([CH2:24]OS(C3C=CC(C)=CC=3)(=O)=O)[N:20]=2)[CH2:11][C:12]([O:14][C:15]([CH3:18])([CH3:17])[CH3:16])=[O:13])[CH2:6][CH2:5][CH2:4][CH2:3][CH2:2]1.[CH:36]1([NH2:42])[CH2:41][CH2:40][CH2:39][CH2:38][CH2:37]1>>[CH:1]1([CH2:7][CH2:8][CH2:9][C@@H:10]([C:19]2[O:23][N:22]=[C:21]([CH2:24][NH:42][CH:36]3[CH2:41][CH2:40][CH2:39][CH2:38][CH2:37]3)[N:20]=2)[CH2:11][C:12]([O:14][C:15]([CH3:17])([CH3:18])[CH3:16])=[O:13])[CH2:6][CH2:5][CH2:4][CH2:3][CH2:2]1. Reported procedure: Method as for preparation 5 using tert-butyl(3R)-6-cyclohexyl-3-[3-({[(4-methylphenyl)sulfonyl]oxy}methyl)-1,2,4-oxadiazol-5-yl]hexanoate (preparation 177) (500 mg, 0.99 mmol) and cyclohexylamine (198 mg, 1.98 mmol) as starting materials to afford the title compound as a colourless oil (250 mg). The reactants are N(=NC(=O)OCC)C(=O)OCC (diethyl azodicarboxylate), C(=O)(OC(C)(C)C)N1[C@H](C[C@H](CC1)O)C (cis-N-BOC-2-methyl-4-hydroxypiperidine), [N+](=O)([O-])C1=CC=C(C(=O)O)C=C1 (4-nitrobenzoic acid), C1(=CC=CC=C1)P(C1=CC=CC=C1)C1=CC=CC=C1 (triphenylphosphine). Solvent: C1(=CC=CC=C1)C (toluene), C1(=CC=CC=C1)C (toluene). Yields the product C(=O)(OC(C)(C)C)N1[C@H](C[C@@H](CC1)OC(C1=CC=C(C=C1)[N+](=O)[O-])=O)C (trans-N-BOC-2-methyl-4-(4-nitrobenzoyloxy)piperidine). RXN SMILES: N(C(OCC)=O)=NC(OCC)=O.[C:13]([N:20]1[CH2:25][CH2:24][C@H:23]([OH:26])[CH2:22][C@@H:21]1[CH3:27])([O:15][C:16]([CH3:19])([CH3:18])[CH3:17])=[O:14].[N+:28]([C:31]1[CH:39]=[CH:38][C:34]([C:35](O)=[O:36])=[CH:33][CH:32]=1)([O-:30])=[O:29].C1(P(C2C=CC=CC=2)C2C=CC=CC=2)C=CC=CC=1>C1(C)C=CC=CC=1>[C:13]([N:20]1[CH2:25][CH2:24][C@@H:23]([O:26][C:35](=[O:36])[C:34]2[CH:33]=[CH:32][C:31]([N+:28]([O-:30])=[O:29])=[CH:39][CH:38]=2)[CH2:22][C@@H:21]1[CH3:27])([O:15][C:16]([CH3:19])([CH3:18])[CH3:17])=[O:14]. Procedure: With stirring, a solution of 2 ml (0.012 mol) of diethyl azodicarboxylate (93%) in 10 ml of toluene is added dropwise at 5°-10° C. to a suspension of 2.15 g (0.01 mol) of cis-N-BOC-2-methyl-4-hydroxypiperidine (cf. Example 1b), 2.0 g (0.012 mol) of 4-nitrobenzoic acid and 3.15 g (0.012 mol) of triphenylphosphine in 30 ml of toluene. The reaction mixture is further stirred for 15 hours at room temperature and then filtered to remove precipitated diethyl hydrazinedicarboxylate. The filtrate is the... Starting materials: C1=CC(=CC(=C1)Cl)C(=O)OO (MCPBA), ClC1=C(C=NC=C1)F (4-chloro-3-fluoro-pyridine). Solvent: C(Cl)Cl (DCM). Conditions: time 60 hour. The product is ClC1=C(C=[N+](C=C1)[O-])F (4-chloro-3-fluoro-pyridine 1-oxide). As a reaction SMILES: C1C=C(Cl)C=C(C(OO)=[O:9])C=1.[Cl:12][C:13]1[CH:18]=[CH:17][N:16]=[CH:15][C:14]=1[F:19]>C(Cl)Cl>[Cl:12][C:13]1[CH:18]=[CH:17][N+:16]([O-:9])=[CH:15][C:14]=1[F:19]. Procedure details: MCPBA (28.1 g) was added to a solution of 4-chloro-3-fluoro-pyridine (10.0 g) in DCM (150 ml) and the reaction mixture stirred for 60 h at RT. The reaction mixture was quenched with 10% aq. Na2S2O3 and the basicity of the aq. phase adjusted with aq. sat. Na2CO3 to pH 9. The aq. phase was extracted with EA (6×), and the combined org. phase was dried over MgSO4 and evaporated to dryness. The desired compound (8.4 g) was used in the next step without further purification. The reactants are CS(=O)(=O)c1cccc(N)c1, Clc1cc(-c2ccccc2OCc2ccccc2)ncn1, Cl, [Na+], O=C([O-])O, O. The product is CS(=O)(=O)c1cccc(Nc2cc(-c3ccccc3OCc3ccccc3)ncn2)c1. As a reaction SMILES: [CH3:2][S:3](=[O:4])(=[O:5])[c:6]1[cH:7][c:8]([NH2:12])[cH:9][cH:10][cH:11]1.[Cl:13][c:14]1[n:15][cH:16][n:17][c:18](-[c:20]2[c:21]([O:26][CH2:27][c:28]3[cH:29][cH:30][cH:31][cH:32][cH:33]3)[cH:22][cH:23][cH:24][cH:25]2)[cH:19]1.[ClH:1].[Na+:38].[O-:34][C:35]([OH:36])=[O:37].[OH2:39]>>[CH3:2][S:3](=[O:4])(=[O:5])[c:6]1[cH:7][c:8]([NH:12][c:14]2[n:15][cH:16][n:17][c:18](-[c:20]3[c:21]([O:26][CH2:27][c:28]4[cH:29][cH:30][cH:31][cH:32][cH:33]4)[cH:22][cH:23][cH:24][cH:25]3)[cH:19]2)[cH:9][cH:10][cH:11]1.